Dataset: the Open Reaction Database (ORD), a public repository of structured organic reaction records. Task: describe an organic reaction: reactants, conditions, products, and yield Isolated yield 102.1%. Solvent: O (H2O). Procedure: To a suspension of tryptophan (20.08 g; 98.32 mmol) in H2O, cooled to 0° C., was added 1N NaOH (98 mL; 98 mmol) and the solution became clear. Maintaining the temperature at 0° C., 1N NaOH (108 mL; 108 mmol) and benzyl chloroformate (CBZCl, commercial product) (15.38 mL; 107.7 mmol) were simultaneously dropped in the reaction mixture. After the addition the mixture was kept at 0° C. for 30 min and then allowed to rise to r. t. The reaction was monitored by HPLC (Chromatographic method of Example... The reactants are [OH-].[Na+] (NaOH), N[C@@H](CC1=CNC2=CC=CC=C12)C(=O)O (tryptophan), [OH-].[Na+] (NaOH), [OH-].[Na+] (NaOH), ClC(=O)OCC1=CC=CC=C1 (benzyl chloroformate). As a reaction SMILES: [NH2:1][C@H:2]([C:13]([OH:15])=[O:14])[CH2:3][C:4]1[C:12]2[C:7](=[CH:8][CH:9]=[CH:10][CH:11]=2)[NH:6][CH:5]=1.[OH-].[Na+].Cl[C:19]([O:21][CH2:22][C:23]1[CH:28]=[CH:27][CH:26]=[CH:25][CH:24]=1)=[O:20]>O>[C:23]1([CH2:22][O:21][C:19]([NH:1][C@H:2]([C:13]([OH:15])=[O:14])[CH2:3][C:4]2[C:12]3[C:7](=[CH:8][CH:9]=[CH:10][CH:11]=3)[NH:6][CH:5]=2)=[O:20])[CH:28]=[CH:27][CH:26]=[CH:25][CH:24]=1 |f:1.2|. Reaction conditions: temperature 0 celsius, time 30 minute. Product: C1(=CC=CC=C1)COC(=O)N[C@@H](CC1=CNC2=CC=CC=C12)C(=O)O (N-[(Phenylmethoxy)carbonyl]-L-tryptophan).